Task: describe an organic reaction: reactants, conditions, products, and yield. Dataset: the Open Reaction Database (ORD), a public repository of structured organic reaction records Starting materials: 74C, OC1(C(N(C=2C1=C1C=CC=NC1=CC2)CC2=CC=C(C=C2)OC)=O)C=2C(=CC1=C(CCO1)C2)O (1-hydroxy-1-(6-hydroxy-2,3-dihydro-1-benzofuran-5-yl)-3-(4-methoxybenzyl)-1,3-dihydro-2H-pyrrolo[3,2-f]quinolin-2-one), C1(=CC=CC=C1)C(N1C(C(C=2C=C3C(=CC12)OCCO3)(C=3C(=CC1=C(CCO1)C3)O)O)=O)C3=CC=CC=C3 (6-(diphenylmethyl)-8-hydroxy-8-(6-hydroxy-2,3-dihydro-1-benzofuran-5-yl)-2,3,6,8-tetrahydro-7H-[1,4]dioxino[2,3-f]indol-7-one). The product is OC1=CC2=C(CCO2)C=C1C1C(N(C=2C1=C1C=CC=NC1=CC2)CC2=CC=C(C=C2)OC)=O (1-(6-hydroxy-2,3-dihydro-1-benzofuran-5-yl)-3-(4-methoxybenzyl)-1,3-dihydro-2H-pyrrolo[3,2-f]quinolin-2-one). RXN SMILES: O[C:2]1([C:25]2[C:26]([OH:34])=[CH:27][C:28]3[O:32][CH2:31][CH2:30][C:29]=3[CH:33]=2)[C:6]2=[C:7]3[C:12](=[CH:13][CH:14]=[C:5]2[N:4]([CH2:15][C:16]2[CH:21]=[CH:20][C:19]([O:22][CH3:23])=[CH:18][CH:17]=2)[C:3]1=[O:24])[N:11]=[CH:10][CH:9]=[CH:8]3.C1(C(C2C=CC=CC=2)N2C3C=C4OCCOC4=CC=3C(O)(C3C(O)=CC4OCCC=4C=3)C2=O)C=CC=CC=1>>[OH:34][C:26]1[C:25]([CH:2]2[C:6]3=[C:7]4[C:12](=[CH:13][CH:14]=[C:5]3[N:4]([CH2:15][C:16]3[CH:21]=[CH:20][C:19]([O:22][CH3:23])=[CH:18][CH:17]=3)[C:3]2=[O:24])[N:11]=[CH:10][CH:9]=[CH:8]4)=[CH:33][C:29]2[CH2:30][CH2:31][O:32][C:28]=2[CH:27]=1. Reported procedure: Following the procedure as described in PREPARATION 74C and making non-critical variations using 1-hydroxy-1-(6-hydroxy-2,3-dihydro-1-benzofuran-5-yl)-3-(4-methoxybenzyl)-1,3-dihydro-2H-pyrrolo[3,2-f]quinolin-2-one to replace 6-(diphenylmethyl)-8-hydroxy-8-(6-hydroxy-2,3-dihydro-1-benzofuran-5-yl)-2,3,6,8-tetrahydro-7H-[1,4]dioxino[2,3-f]indol-7-one, 1-(6-hydroxy-2,3-dihydro-1-benzofuran-5-yl)-3-(4-methoxybenzyl)-1,3-dihydro-2H-pyrrolo[3,2-f]quinolin-2-one was obtained (37%) as a colorless solid... The reactants are COC(C1=CC(=CC(=C1)C)C)=O (3,5-dimethylbenzoic acid methyl ester), C[C@@H]1CC(OC1)=O ((R)-4-methyldihydrofuran-2-one), [OH-].[Na+] (sodium hydroxide), Cl (hydrochloric acid). Run at time 3 hour. The product is CC=1C=C(C(=O)[C@@H]2C(OCC2C)=O)C=C(C1)C ((R)-3-(3,5-dimethylbenzoyl)-4-methyldihydrofuran-2-one). The yield is 62.1%. As a reaction SMILES: CO[C:3](=[O:12])[C:4]1[CH:9]=[C:8]([CH3:10])[CH:7]=[C:6]([CH3:11])[CH:5]=1.[OH-].[Na+].Cl.[CH3:16][C@H:17]1[CH2:21][O:20][C:19](=[O:22])[CH2:18]1>>[CH3:10][C:8]1[CH:9]=[C:4]([CH:5]=[C:6]([CH3:11])[CH:7]=1)[C:3]([C@H:18]1[CH:17]([CH3:16])[CH2:21][O:20][C:19]1=[O:22])=[O:12] |f:1.2|. Procedure: To a solution of (R)-4-methyldihydrofuran-2-one (1.68 g in 40 mL dioxane) were added 5.51 g 3,5-dimethylbenzoic acid methyl ester followed by 1.82 g sodium hydroxide and the mixture heated to reflux on an oil bath. After 3 hours, the mixture was cooled to room temperature and the pH neutralized by the addition of 0.5N hydrochloric acid. The mixture was then extracted with ethyl acetate and the organic portion washed with brine and dried over sodium sulfate. Purification of the concentrate by fla...